Dataset: the Open Reaction Database (ORD), a public repository of structured organic reaction records. Task: describe an organic reaction: reactants, conditions, products, and yield The reactants are Cc1ccccc1, O=C(Cl)Oc1ccccc1, Cl, NC(CS)C(=O)O, [Na+], [OH-], O, O. Yields the product O=C1NC(C(=O)O)CS1. Reaction SMILES: [CH3:23][c:24]1[cH:25][cH:26][cH:27][cH:28][cH:29]1.[Cl:13][C:14](=[O:15])[O:16][c:17]1[cH:18][cH:19][cH:20][cH:21][cH:22]1.[ClH:5].[NH2:6][CH:7]([CH2:8][SH:9])[C:10](=[O:11])[OH:12].[Na+:3].[OH-:2].[OH2:1].[OH2:4]>>[NH:6]1[CH:7]([C:10](=[O:11])[OH:12])[CH2:8][S:9][C:14]1=[O:15]. Reactants: C(C)OC=1C=C(C=CC1)C(C)C (3-ethoxycumene), resultant mixture, P(=O)(Cl)(Cl)Cl (phosphorous oxychloride), CN(C)C=O (DMF), C(C)(=O)[O-].[Na+] (sodium acetate). The solvent is C(C)(=O)OCC.CCCCCC (ethyl acetate hexane). The product is C(C)OC1=CC(=C(C=O)C=C1)C(C)C (4-Ethoxy-2-i-propylbenzaldehyde). The yield is 3.5%. RXN SMILES: [CH2:1]([O:3][C:4]1[CH:5]=[C:6]([CH:10]([CH3:12])[CH3:11])[CH:7]=[CH:8][CH:9]=1)[CH3:2].P(Cl)(Cl)(Cl)=O.CN([CH:21]=[O:22])C.C([O-])(=O)C.[Na+]>C(OCC)(=O)C.CCCCCC>[CH2:1]([O:3][C:4]1[CH:9]=[CH:8][C:7]([CH:21]=[O:22])=[C:6]([CH:10]([CH3:11])[CH3:12])[CH:5]=1)[CH3:2] |f:3.4,5.6|. Procedure: Using an analogous formylation procedure to that employed by Campaigne et al 3-ethoxycumene (5 g, 30.49 mmol) was added dropwise to a mixture of phosphorous oxychloride (2.84 mL, 30.5 mmol) and DMF (8.6 mL, 0.111 mol) at 0° C. and the resultant mixture was heated to 80-90° C. for 48 hrs before being poured onto crushed ice. The solution was taken to pH 7 with saturated sodium acetate, extracted with diethyl ether and upon drying and solvent removal a clear colourless oil was obtained. Column chr... The reactants are BrC=1C=C(C(=C(CO[Si](C(C)C)(C(C)C)C(C)C)C1)OC)OC ((5-bromo-2,3-dimethoxybenzyloxy)triisopropylsilane), C(CCC)[Li] (n-butyllithium), Cl (hydrochloric acid), C(=O)N1CCOCC1 (N-formylmorpholine). Run in C1CCOC1 (THF), C(C)(=O)OCC (ethyl acetate). Run at time 15 minute. The product is COC=1C=C(C=O)C=C(C1OC)CO[Si](C(C)C)(C(C)C)C(C)C (3,4-dimethoxy-5-triisopropylsilanyloxymethylbenzaldehyde). Reaction SMILES: Br[C:2]1[CH:3]=[C:4]([O:22][CH3:23])[C:5]([O:20][CH3:21])=[C:6]([CH:19]=1)[CH2:7][O:8][Si:9]([CH:16]([CH3:18])[CH3:17])([CH:13]([CH3:15])[CH3:14])[CH:10]([CH3:12])[CH3:11].C([Li])CCC.[CH:29](N1CCOCC1)=[O:30].Cl>C1COCC1.C(OCC)(=O)C>[CH3:23][O:22][C:4]1[CH:3]=[C:2]([CH:19]=[C:6]([CH2:7][O:8][Si:9]([CH:16]([CH3:18])[CH3:17])([CH:13]([CH3:15])[CH3:14])[CH:10]([CH3:12])[CH3:11])[C:5]=1[O:20][CH3:21])[CH:29]=[O:30]. Reported procedure: To a solution of the 3.616 g of (5-bromo-2,3-dimethoxybenzyloxy)triisopropylsilane in 60 ml of THF there was added dropwise 3.6 ml of n-butyllithium (2.66 M, hexane solution) at −78° C. under a nitrogen atmosphere. After stirring for 15 minutes, 2 ml of N-formylmorpholine was added and the mixture was stirred at room temperature for 20 minutes. Next, 1N hydrochloric acid was added to the reaction mixture and extraction was performed with ethyl acetate. The organic layer was dried over anhydrous ... The reactants are C(C1=CC=CC=C1)OC1=CC(NC=C1)=O (4-Benzyloxy-2(1H)-pyridone), CC1=CC=C(CBr)C=C1 (4-methylbenzyl bromide), C([O-])([O-])=O.[K+].[K+] (potassium carbonate). The solvent is O (water). Product: C(C1=CC=CC=C1)OC1=CC(N(C=C1)CC1=CC=C(C=C1)C)=O (4-(benzyloxy)-1-(4-methylbenzyl)pyridin-2(1H)-one). RXN SMILES: [CH2:1]([O:8][C:9]1[CH:14]=[CH:13][NH:12][C:11](=[O:15])[CH:10]=1)[C:2]1[CH:7]=[CH:6][CH:5]=[CH:4][CH:3]=1.[CH3:16][C:17]1[CH:24]=[CH:23][C:20]([CH2:21]Br)=[CH:19][CH:18]=1.C(=O)([O-])[O-].[K+].[K+]>O>[CH2:1]([O:8][C:9]1[CH:14]=[CH:13][N:12]([CH2:16][C:17]2[CH:24]=[CH:23][C:20]([CH3:21])=[CH:19][CH:18]=2)[C:11](=[O:15])[CH:10]=1)[C:2]1[CH:3]=[CH:4][CH:5]=[CH:6][CH:7]=1 |f:2.3.4|. Procedure details: 4-Benzyloxy-2(1H)-pyridone (3.0 g, 0.015 mol), 4-methylbenzyl bromide (3.15 g, 0.17 mol), and potassium carbonate (3.0 g, 0.022 mol) were heated at 80° C. for 2 hours. Contents were allowed to cool, diluted with water and a solid (5.52 g) was filtered. FABHRMS m/z 306.1494 (M+H, C20H20NO2 requires 306.1494). 1H NMR (CDCl3/300 MHz): 7.50-7.40 (m, 5H); 7.20-7.05 (m, 5H); 6.07-6.00 (m, 1H); 5.95-5.90 (m, 1H); 5.05 (s, 2H); 5.00 (s, 2H); 2.32 (s, 3H).